Dataset: the Open Reaction Database (ORD), a public repository of structured organic reaction records. Task: describe an organic reaction: reactants, conditions, products, and yield The reactants are CC(C)(C)OC(=O)NCC(O)c1ccc(C(=O)NCc2ccccc2)cn1, C1CCOC1, CCOC(C)=O, Cl, C1COCCO1. Product: NCC(O)c1ccc(C(=O)NCc2ccccc2)cn1. Reaction SMILES: [C:1]([O:2][C:3](=[O:4])[NH:7][CH2:8][CH:9]([OH:10])[c:11]1[n:12][cH:13][c:14]([C:17]([NH:18][CH2:19][c:20]2[cH:21][cH:22][cH:23][cH:24][cH:25]2)=[O:26])[cH:15][cH:16]1)([CH3:5])([CH3:6])[CH3:27].[CH2:41]1[O:42][CH2:43][CH2:44][CH2:45]1.[CH3:28][CH2:29][O:30][C:31]([CH3:32])=[O:33].[ClH:34].[O:35]1[CH2:36][CH2:37][O:38][CH2:39][CH2:40]1>>[NH2:7][CH2:8][CH:9]([OH:10])[c:11]1[n:12][cH:13][c:14]([C:17]([NH:18][CH2:19][c:20]2[cH:21][cH:22][cH:23][cH:24][cH:25]2)=[O:26])[cH:15][cH:16]1. Procedure: The title compound was prepared according to general method A as described above in Example 1 by reacting 2-[(S)-2-amino-1-propylthio]benzothiazole hydrochloride [prepared by a Mitsunobu reaction as laid out in Example 1 using 2-[(S)-N-tert-butyloxycarbonyl]amino-1-propanol (3.5 g, 20 mmol) and 2-mercaptobenzothiazole (3.35 g, 20 mmol) followed by acidic hydrolysis] (1.1 g, 4.2 mmol) with 9-(2,3,5-tri-O-benzoyl-β-D-ribofuranosyl)-2,6-dichloro-9H-purine (2.8 g, 4.5 mmol), followed by debenzoylati... Run in CO (methanol). The reactants are C(C1=CC=CC=C1)(=O)O[C@H]1[C@@H](O[C@@H]([C@H]1OC(C1=CC=CC=C1)=O)COC(C1=CC=CC=C1)=O)N1C=NC=2C(N[C@H](CSC=3SC4=C(N3)C=CC=C4)C)=NC(=NC12)Cl (2',3',5'-tri-O-benzoyl-2-chloro-N-[(S)-1-(2-benzothiazolyl)thio-2-propyl]adenosine), Cl.N[C@H](CSC=1SC2=C(N1)C=CC=C2)C (2-[(S)-2-amino-1-propylthio]benzothiazole hydrochloride), C(C1=CC=CC=C1)(=O)O[C@H]1[C@@H](O[C@@H]([C@H]1OC(C1=CC=CC=C1)=O)COC(C1=CC=CC=C1)=O)N1C2=NC(=NC(=C2N=C1)Cl)Cl (9-(2,3,5-tri-O-benzoyl-β-D-ribofuranosyl)-2,6-dichloro-9H-purine), 2-[(S)-N-tert-butyloxycarbonyl]amino-1-propanol, SC=1SC2=C(N1)C=CC=C2 (2-mercaptobenzothiazole), C[O-].[Na+] (sodium methoxide). Yields the product ClC=1N=C(C=2N=CN([C@H]3[C@H](O)[C@H](O)[C@@H](CO)O3)C2N1)N[C@H](CSC=1SC2=C(N1)C=CC=C2)C (2-chloro-N-[(S)-1-(2-benzothiazolyl)thio-2propyl]adenosine). Isolated yield 49.0%. As a reaction SMILES: Cl.N[C@@H](C)CSC1SC2C=CC=CC=2N=1.SC1SC2C=CC=CC=2N=1.C(O[C@@H]1[C@H](OC(=O)C2C=CC=CC=2)[C@@H](COC(=O)C2C=CC=CC=2)O[C@H]1N1C=NC2C1=NC(Cl)=NC=2Cl)(=O)C1C=CC=CC=1.C([O:78][C@@H:79]1[C@H:83]([O:84]C(=O)C2C=CC=CC=2)[C@@H:82]([CH2:93][O:94]C(=O)C2C=CC=CC=2)[O:81][C@H:80]1[N:103]1[C:125]2[N:124]=[C:123]([Cl:126])[N:122]=[C:107]([NH:108][C@@H:109]([CH3:121])[CH2:110][S:111][C:112]3[S:113][C:114]4[CH:120]=[CH:119][CH:118]=[CH:117][C:115]=4[N:116]=3)[C:106]=2[N:105]=[CH:104]1)(=O)C1C=CC=CC=1.C[O-].[Na+]>CO>[Cl:126][C:123]1[N:122]=[C:107]([NH:108][C@@H:109]([CH3:121])[CH2:110][S:111][C:112]2[S:113][C:114]3[CH:120]=[CH:119][CH:118]=[CH:117][C:115]=3[N:116]=2)[C:106]2[N:105]=[CH:104][N:103]([C:125]=2[N:124]=1)[C@@H:80]1[O:81][C@H:82]([CH2:93][OH:94])[C@@H:83]([OH:84])[C@H:79]1[OH:78] |f:0.1,5.6|. Reactants: O (water), ClC1=CC=C(C=C1)C1=CC(=C(O1)C)C(=O)O (5-(4-chlorophenyl)-2-methyl-3-furancarboxylic acid), C([O-])([O-])=O.[K+].[K+] (potassium carbonate), C(C)I (ethyl iodide). Run in CN(C=O)C (N,N-dimethylformamide). Run at time 4 hour. The product is ClC1=CC=C(C=C1)C1=CC(=C(O1)C)C(=O)OCC (ethyl 5-(4-chlorophenyl)-2-methyl-3-furoate). Isolated yield 95.1%. As a reaction SMILES: [Cl:1][C:2]1[CH:7]=[CH:6][C:5]([C:8]2[O:12][C:11]([CH3:13])=[C:10]([C:14]([OH:16])=[O:15])[CH:9]=2)=[CH:4][CH:3]=1.C(=O)([O-])[O-].[K+].[K+].[CH2:23](I)[CH3:24].O>CN(C)C=O>[Cl:1][C:2]1[CH:3]=[CH:4][C:5]([C:8]2[O:12][C:11]([CH3:13])=[C:10]([C:14]([O:16][CH2:23][CH3:24])=[O:15])[CH:9]=2)=[CH:6][CH:7]=1 |f:1.2.3|. Procedure: A mixture of 5-(4-chlorophenyl)-2-methyl-3-furancarboxylic acid (4.7 g), potassium carbonate (2.8 g) and ethyl iodide (3.7 g) in N,N-dimethylformamide (50 mL) was stirred at room temperature for 4 hr. The reaction mixture was poured into water, and the mixture was extracted with ethyl acetate. The organic layer was washed with saturated brine, and dried over magnesium sulfate. The solvent was evaporated under reduced pressure, and the residue was purified by silica gel chromatography (0% ethyl a... Reactants: ClC=1N=C(N(C1CC(=O)O)CC1=CC(=C(C=C1)OC)C)C1=CC=CC=C1 (4-Chloro-1-(4-methoxy-3-methylbenzyl)-2-phenylimidazole-5-acetic acid), B(Br)(Br)Br (boron tribromide). Solvent: ClCCl (dichloromethane), ClCCl (dichloromethane). Conditions: time 6 hour. Product: ClC=1N=C(N(C1CC(=O)O)CC1=CC(=C(C=C1)O)C)C1=CC=CC=C1 (4-chloro-1-(4-hydroxy-3-methylbenzyl)-2-phenylimidazole-5-acetic acid). Yield: 75.6%. Reaction SMILES: [Cl:1][C:2]1[N:3]=[C:4]([C:21]2[CH:26]=[CH:25][CH:24]=[CH:23][CH:22]=2)[N:5]([CH2:11][C:12]2[CH:17]=[CH:16][C:15]([O:18]C)=[C:14]([CH3:20])[CH:13]=2)[C:6]=1[CH2:7][C:8]([OH:10])=[O:9].B(Br)(Br)Br>ClCCl>[Cl:1][C:2]1[N:3]=[C:4]([C:21]2[CH:26]=[CH:25][CH:24]=[CH:23][CH:22]=2)[N:5]([CH2:11][C:12]2[CH:17]=[CH:16][C:15]([OH:18])=[C:14]([CH3:20])[CH:13]=2)[C:6]=1[CH2:7][C:8]([OH:10])=[O:9]. Procedure details: 4-Chloro-1-(4-methoxy-3-methylbenzyl)-2-phenylimidazole-5-acetic acid (1.1 g) was suspended in 20 ml of dichloromethane and 4 ml of a dichloromethane solution containing 1 g of boron tribromide was added dropwise under stirring at room temperature. A precipitate separated out immediately after dissolution of the starting material. The mixture was allowed to stand for 6 hours. The supernatant was discarded and the precipitate was stirred with 50 ml each of ethyl acetate and water. The ethyl aceta... Starting materials: C(C)(C)(C)OC(=O)C1=C(CS[C@H]2N1C(C2NC(CS(=O)(=O)CC(F)(F)F)=O)=O)C(CCS(N)(=O)=O)SC2=NN=NN2 (7-(2,2,2-trifluoroethylsulfonylacetamido)-3-[1-(2-sulfamoylethyl)tetrazol-5-ylthiomethyl]-3-cephem-4-carboxylic acid t-butyl ester), FC(C(=O)O)(F)F (trifluoroacetic acid). Yields the product FC(CS(=O)(=O)CC(=O)NC1[C@@H]2N(C(=C(CS2)C(CCS(N)(=O)=O)SC2=NN=NN2)C(=O)O)C1=O)(F)F (7-(2,2,2-Trifluoroethylsulfonylacetamido)-3-[1-(2-sulfamoylethyl)tetrazol-5-ylthiomethyl]-3-cephem-4-carboxylic acid). Solvent: C(C)#N (acetonitrile). Conditions: time 3 hour. RXN SMILES: C([O:5][C:6]([C:8]1[N:13]2[C:14](=[O:28])[CH:15]([NH:16][C:17](=[O:27])[CH2:18][S:19]([CH2:22][C:23]([F:26])([F:25])[F:24])(=[O:21])=[O:20])[C@H:12]2[S:11][CH2:10][C:9]=1[CH:29]([S:36][C:37]1[NH:41][N:40]=[N:39][N:38]=1)[CH2:30][CH2:31][S:32](=[O:35])(=[O:34])[NH2:33])=[O:7])(C)(C)C.FC(F)(F)C(O)=O>C(#N)C>[F:26][C:23]([F:24])([F:25])[CH2:22][S:19]([CH2:18][C:17]([NH:16][CH:15]1[C:14](=[O:28])[N:13]2[C:8]([C:6]([OH:7])=[O:5])=[C:9]([CH:29]([S:36][C:37]3[NH:41][N:40]=[N:39][N:38]=3)[CH2:30][CH2:31][S:32](=[O:34])(=[O:35])[NH2:33])[CH2:10][S:11][C@H:12]12)=[O:27])(=[O:21])=[O:20]. Procedure: The ester is dissolved in acetonitrile and trifluoroacetic acid is added. The solution is stirred for three hours, then evaporated to dryness to give the title compound. Procedure: The title compound is prepared from 1-benzylamino-1-deoxy-D-ribitol (cf. Kagan et al., Journal of the American Chemical Society, 79, 3541 [1957]) and 4-nitrophenyl chloroformate, followed by oxidation with periodic acid, according to the procedure of Example 4. Yields the product C(C1=CC=CC=C1)N1C(O[C@@H](C1)C(O)O)=O (3-Benzyl-5(S)-dihydroxymethyloxazolidin-2-one). RXN SMILES: [CH2:1]([NH:8][CH2:9][C@@H:10]([C@@H:12]([C@@H](CO)O)[OH:13])[OH:11])[C:2]1[CH:7]=[CH:6][CH:5]=[CH:4][CH:3]=1.Cl[C:19](OC1C=CC([N+]([O-])=O)=CC=1)=[O:20].I(O)(=O)(=O)=[O:32]>>[CH2:1]([N:8]1[CH2:9][C@@H:10]([CH:12]([OH:13])[OH:32])[O:11][C:19]1=[O:20])[C:2]1[CH:3]=[CH:4][CH:5]=[CH:6][CH:7]=1. Reactants: C(C1=CC=CC=C1)NC[C@H](O)[C@H](O)[C@H](O)CO (1-benzylamino-1-deoxy-D-ribitol), I(=O)(=O)(=O)O (periodic acid), [ 1957 ], ClC(=O)OC1=CC=C(C=C1)[N+](=O)[O-] (4-nitrophenyl chloroformate). Starting materials: COC(C1=CSC=C1)OC (3-thiophenecarboxaldehyde dimethyl acetal), CCOCC (ether), C(CCC)[Li] (n-butyllithium), FC1=C(C=O)C=CC=C1 (2-fluorobenzaldehyde). Solvent: O1CCCC1 (tetrahydrofuran), O1CCCC1 (tetrahydrofuran). Product: COC(C1=C(SC=C1)C(O)C1=C(C=CC=C1)F)OC (3-(dimethoxymethyl)-α-(2-fluorophenyl)-2-thiophenemethanol). As a reaction SMILES: [CH3:1][O:2][CH:3]([O:9][CH3:10])[C:4]1[CH:8]=[CH:7][S:6][CH:5]=1.CCOCC.C([Li])CCC.[F:21][C:22]1[CH:29]=[CH:28][CH:27]=[CH:26][C:23]=1[CH:24]=[O:25]>O1CCCC1>[CH3:1][O:2][CH:3]([O:9][CH3:10])[C:4]1[CH:8]=[CH:7][S:6][C:5]=1[CH:24]([C:23]1[CH:26]=[CH:27][CH:28]=[CH:29][C:22]=1[F:21])[OH:25]. Procedure: To 3-thiophenecarboxaldehyde dimethyl acetal (11.9 g) and ether (180 ml) was added n-butyllithium (31.0 ml, 2.5M in hexanes) at a rate so as to maintain gentle reflux of the solvent. The mixture was heated under reflux for 0.5 hr, cooled to ambient temperature, diluted with tetrahydrofuran (50 ml), was cooled to -78° C., and 2-fluorobenzaldehyde (8.50 ml) in tetrahydrofuran (90 ml) was added. The reaction mixture was allowed to warm to ambient temperature over several hrs and was quenched with d... The reactants are COc1cc(C)c(S(=O)(=O)Cl)c(C)c1C, CC(O)C(N)C(=O)O, CO, CC#N, C[Si](C)(C)C#N. Product: COc1cc(C)c(S(=O)(=O)NC(C(=O)O)C(C)O)c(C)c1C. RXN SMILES: [CH3:15][O:16][c:17]1[c:18]([CH3:29])[c:19]([CH3:28])[c:20]([S:24](=[O:25])(=[O:26])[Cl:27])[c:21]([CH3:23])[cH:22]1.[CH3:1][CH:2]([OH:3])[CH:4]([NH2:5])[C:6]([OH:7])=[O:8].[CH3:30][OH:31].[CH3:32][C:33]#[N:34].[CH3:9][Si:10]([C:11]#[N:12])([CH3:13])[CH3:14]>>[CH3:1][CH:2]([OH:3])[CH:4]([NH:5][S:24]([c:20]1[c:19]([CH3:28])[c:18]([CH3:29])[c:17]([O:16][CH3:15])[cH:22][c:21]1[CH3:23])(=[O:25])=[O:26])[C:6]([OH:7])=[O:8]. The reactants are CCOC(C)=O, CC(C)(C)OC(=O)N1CC(CNC(=O)OCc2ccccc2)C1, CO, Cl, C1COCCO1. The product is O=C(NCC1CNC1)OCc1ccccc1, Cl. As a reaction SMILES: [C:1]([O:2][CH2:3][CH3:4])(=[O:5])[CH3:6].[CH2:8]([c:9]1[cH:10][cH:11][cH:12][cH:13][cH:14]1)[O:15][C:16](=[O:17])[NH:18][CH2:19][CH:20]1[CH2:21][N:22]([C:24]([O:25][C:26]([CH3:27])([CH3:28])[CH3:29])=[O:30])[CH2:23]1.[CH3:31][OH:32].[ClH:7].[O:33]1[CH2:34][CH2:35][O:36][CH2:37][CH2:38]1>>[CH2:8]([c:9]1[cH:10][cH:11][cH:12][cH:13][cH:14]1)[O:15][C:16](=[O:17])[NH:18][CH2:19][CH:20]1[CH2:21][NH:22][CH2:23]1.[ClH:7].